Task: describe an organic reaction: reactants, conditions, products, and yield. Dataset: the Open Reaction Database (ORD), a public repository of structured organic reaction records Starting materials: BrC1=CC=C(C=C1)C1=NC=2C(=NC=CC2)N1CC(=O)NC1=CC=C(C=C1)N(C)C (2-(4-bromophenyl)-N-[4-(dimethylamino)phenyl]-3H-imidazo[4,5-b]pyridine-3-acetamide), Cl (hydrogen chloride). Run in C(C)#N (acetonitrile). Product: O.Cl.BrC1=CC=C(C=C1)C1=NC=2C(=NC=CC2)N1CC(=O)NC1=CC=C(C=C1)N(C)C (2-(4-Bromophenyl)-N-[4-(dimethylamino)phenyl]-3H-imidazo[4,5-b]pyridine-3-acetamide hydrochloride hydrate). Isolated yield 55.0%. RXN SMILES: [Br:1][C:2]1[CH:7]=[CH:6][C:5]([C:8]2[N:16]([CH2:17][C:18]([NH:20][C:21]3[CH:26]=[CH:25][C:24]([N:27]([CH3:29])[CH3:28])=[CH:23][CH:22]=3)=[O:19])[C:11]3=[N:12][CH:13]=[CH:14][CH:15]=[C:10]3[N:9]=2)=[CH:4][CH:3]=1.[ClH:30]>C(#N)C>[OH2:19].[ClH:30].[Br:1][C:2]1[CH:7]=[CH:6][C:5]([C:8]2[N:16]([CH2:17][C:18]([NH:20][C:21]3[CH:22]=[CH:23][C:24]([N:27]([CH3:29])[CH3:28])=[CH:25][CH:26]=3)=[O:19])[C:11]3=[N:12][CH:13]=[CH:14][CH:15]=[C:10]3[N:9]=2)=[CH:4][CH:3]=1 |f:3.4.5|. Procedure: A 0.7-g sample (0.00155 mole) of 2-(4-bromophenyl)-N-[4-(dimethylamino)phenyl]-3H-imidazo[4,5-b]pyridine-3-acetamide obtained in Example 244, was dissolved in acetonitrile (150 ml), acidified with ethereal hydrogen chloride, and refrigerated overnight with seeding. The solid was collected by filtration, washed with diethyl ether-acetonitrile, and dried under high vacuum overnight. The solid was sublimed under high vacuum at 70° C. to give 0.47 g (55%) of title compound, 180° C. (effervescence). Reactants: Cl (HCl), Cl (HCl), CC1=NC=CC=C1OC=1C(=NC=C(C1)SC1=NC=CC=C1)NC1=NC(=NS1)[C@@H]1OC(OC1(C)C)(C)C ((S)-N-(3-(2-methylpyridin-3-yloxy)-5-(pyridin-2-ylthio)pyridin-2-yl)-3-(2,2,5,5-tetramethyl-1,3-dioxolane-4-yl)-1,2,4-thiadiazol-5-amine). Solvent: CCO (EtOH). Reaction conditions: time 2 hour. Yields the product Cl.CC([C@@H](O)C1=NSC(=N1)NC1=NC=C(C=C1OC=1C(=NC=CC1)C)SC1=NC=CC=C1)(C)O ((S)-2-methyl-1-(5-(3-(2-methylpyridin-3-yloxy)-5-(pyridin-2-ylthio)pyridin-2-ylamino)-1,2,4-thiadiazol-3-yl)propane-1,2-diol hydrochloride). Isolated yield 77.6%. As a reaction SMILES: [CH3:1][C:2]1[C:7]([O:8][C:9]2[C:10]([NH:22][C:23]3[S:27][N:26]=[C:25]([C@H:28]4[C:32]([CH3:34])([CH3:33])[O:31]C(C)(C)[O:29]4)[N:24]=3)=[N:11][CH:12]=[C:13]([S:15][C:16]3[CH:21]=[CH:20][CH:19]=[CH:18][N:17]=3)[CH:14]=2)=[CH:6][CH:5]=[CH:4][N:3]=1.[ClH:37]>CCO>[ClH:37].[CH3:34][C:32]([OH:31])([CH3:33])[C@H:28]([C:25]1[N:24]=[C:23]([NH:22][C:10]2[C:9]([O:8][C:7]3[C:2]([CH3:1])=[N:3][CH:4]=[CH:5][CH:6]=3)=[CH:14][C:13]([S:15][C:16]3[CH:21]=[CH:20][CH:19]=[CH:18][N:17]=3)=[CH:12][N:11]=2)[S:27][N:26]=1)[OH:29] |f:3.4|. Procedure: (S)-N-(3-(2-methylpyridin-3-yloxy)-5-(pyridin-2-ylthio)pyridin-2-yl)-3-(2,2,5,5-tetramethyl-1,3-dioxolane-4-yl)-1,2,4-thiadiazol-5-amine (145 mg, 0.2774 mmol) was dissolved in EtOH (5 mL), and 6M HCl (0.3 mL) was added. The reaction was stirred at ambient temperature for 2 hours and then at 70° C. for 2 hours. The reaction was cooled to ambient temperature and partitioned between CH2Cl2 and saturated aqueous sodium bicarbonate. The organic layer was dried, filtered, concentrated and purified ove... Starting materials: FC1=CC(=C(C=C1)[N+](=O)[O-])OCC1=CC=CC=C1 (4-fluoro-2-benzyloxy-1-nitrobenzene), C(C)(=O)N1CCNCC1 (N-acetylpiperazine), C([O-])([O-])=O.[K+].[K+] (potassium carbonate). Run in CN(C=O)C (dimethylformamide). The product is C(C1=CC=CC=C1)OC=1C=C(C=CC1[N+](=O)[O-])N1CCN(CC1)C(C)=O (1-(4-(3-benzyloxy-4-nitrophenyl)piperazin-1-yl)ethanone). Reaction SMILES: F[C:2]1[CH:7]=[CH:6][C:5]([N+:8]([O-:10])=[O:9])=[C:4]([O:11][CH2:12][C:13]2[CH:18]=[CH:17][CH:16]=[CH:15][CH:14]=2)[CH:3]=1.[C:19]([N:22]1[CH2:27][CH2:26][NH:25][CH2:24][CH2:23]1)(=[O:21])[CH3:20].C(=O)([O-])[O-].[K+].[K+]>CN(C)C=O>[CH2:12]([O:11][C:4]1[CH:3]=[C:2]([N:25]2[CH2:26][CH2:27][N:22]([C:19](=[O:21])[CH3:20])[CH2:23][CH2:24]2)[CH:7]=[CH:6][C:5]=1[N+:8]([O-:10])=[O:9])[C:13]1[CH:18]=[CH:17][CH:16]=[CH:15][CH:14]=1 |f:2.3.4|. Reported procedure: The compound obtained in Step 1 above (300 mg), N-acetylpiperazine (300 mg), and potassium carbonate (500 mg) were dissolved in dimethylformamide (3 mL) and reacted at 80° C. overnight. The dimethylformamide of the reaction mixture was removed under reduced pressure, and added with water to form a solid. The solid was filtered to obtain a target compound as a yellow solid. Isolated yield 34.1%. Starting materials: C(C)(C)C1=CC(=CC2=C1C(N(S2(=O)=O)COC2=CC(=NN2C2=CC=C(C=C2)Cl)C(F)(F)F)=O)O (4-isopropyl-6-hydroxy-2-[1-(4-chlorophenyl)-3-trifluoromethylpyrazol-5-yl-oxymethyl]-1,2-benzisothiazol-3(2H)-one 1,1-dioxide), C1(=CC=CC=C1)COC(CCCO)=O (4-hydroxybutanoic acid phenylmethyl ester), CCOC(=O)/N=N/C(=O)OCC (DEAD), P(C1=CC=CC=C1)(C1=CC=CC=C1)C1=CC=CC=C1 ((Ph)3P). Run in C1CCOC1 (THF). Reaction SMILES: [CH:1]([C:4]1[C:9]2[C:10](=[O:33])[N:11]([CH2:15][O:16][C:17]3[N:21]([C:22]4[CH:27]=[CH:26][C:25]([Cl:28])=[CH:24][CH:23]=4)[N:20]=[C:19]([C:29]([F:32])([F:31])[F:30])[CH:18]=3)[S:12](=[O:14])(=[O:13])[C:8]=2[CH:7]=[C:6]([OH:34])[CH:5]=1)([CH3:3])[CH3:2].[C:35]1([CH2:41][O:42][C:43](=[O:48])[CH2:44][CH2:45][CH2:46]O)[CH:40]=[CH:39][CH:38]=[CH:37][CH:36]=1.CCOC(/N=N/C(OCC)=O)=O.P(C1C=CC=CC=1)(C1C=CC=CC=1)C1C=CC=CC=1>C1COCC1>[CH:1]([C:4]1[C:9]2[C:10](=[O:33])[N:11]([CH2:15][O:16][C:17]3[N:21]([C:22]4[CH:23]=[CH:24][C:25]([Cl:28])=[CH:26][CH:27]=4)[N:20]=[C:19]([C:29]([F:30])([F:31])[F:32])[CH:18]=3)[S:12](=[O:14])(=[O:13])[C:8]=2[CH:7]=[C:6]([O:34][CH2:46][CH2:45][CH2:44][C:43]([O:42][CH2:41][C:35]2[CH:36]=[CH:37][CH:38]=[CH:39][CH:40]=2)=[O:48])[CH:5]=1)([CH3:3])[CH3:2]. Product: C(C)(C)C1=CC(=CC2=C1C(N(S2(=O)=O)COC2=CC(=NN2C2=CC=C(C=C2)Cl)C(F)(F)F)=O)OCCCC(=O)OCC2=CC=CC=C2 (4-isopropyl-6-[3-(phenylmethyloxycarbonyl)propoxy]-2-[1-(4-chlorophenyl)-3-trifluoromethylpyrazol-5-yl-oxymethyl]-1,2-benzisothiazol-3(2H)-one 1,1-dioxide). Reaction conditions: time 8 hour. Reported procedure: A mixture of 4-isopropyl-6-hydroxy-2-[1-(4-chlorophenyl)-3-trifluoromethylpyrazol-5-yl-oxymethyl]-1,2-benzisothiazol-3(2H)-one 1,1-dioxide (9.95 g; 19.3 mmol), 4-hydroxybutanoic acid phenylmethyl ester (4.49 g;23.16 mmol), DEAD (4.03 g; 23.16 mmol) was dissolved in 193 ml of THF at 0° C. and then (Ph)3P (6.068 g; 23.16 mmol) was added at 0° C. The above mixture was stirred overnight at room temperature, concentrated in vacuo, and the residue was purified by column chromatography (2×, silica gel;...